Dataset: the Open Reaction Database (ORD), a public repository of structured organic reaction records. Task: describe an organic reaction: reactants, conditions, products, and yield Reactants: C(C1=CC=CC=C1)OC(=O)N[C@@H]1[C@@H]([C@@H]2[C@H]3C[C@H]3[C@H]1C=C2)C(=O)OC (rac-Methyl (1R,2R,4S,5S,6R,7S)-7-{[(benzyloxy)carbonyl]amino}tricyclo[3.2.2.02,4]non-8-ene-6-carboxylate). Reagents/catalysts: [Pd] (Palladium on carbon). Run in C(C)(=O)OCC (ethyl acetate). Conditions: temperature 25 celsius, time 16 hour. The product is crude product, N[C@@H]1[C@@H]([C@@H]2[C@H]3C[C@H]3[C@H]1CC2)C(=O)OC (rac-Methyl (1R,2R,4S,5S,6R,7S)-7-aminotricyclo[3.2.2.02,4]nonane-6-carboxylate). Reaction SMILES: C(OC([NH:11][C@H:12]1[C@@H:18]2[CH:19]=[CH:20][C@@H:14]([C@@H:15]3[C@H:17]2[CH2:16]3)[C@H:13]1[C:21]([O:23][CH3:24])=[O:22])=O)C1C=CC=CC=1>C(OCC)(=O)C.[Pd]>[NH2:11][C@H:12]1[C@@H:18]2[CH2:19][CH2:20][C@@H:14]([C@@H:15]3[C@H:17]2[CH2:16]3)[C@H:13]1[C:21]([O:23][CH3:24])=[O:22]. Procedure: rac-Methyl (1R,2R,4S,5S,6R,7S)-7-{[(benzyloxy)carbonyl]amino}tricyclo[3.2.2.02,4]non-8-ene-6-carboxylate (0.35 g, 1.07 mmol) was dissolved in ethyl acetate (10 mL). 5% Palladium on carbon (0.04 g) was added. The flask was degassed and backfilled with hydrogen gas via balloon. The mixture was stirred at 25° C. for 16 h. The mixture was passed through a plug of Celite and the filtrate was concentrated in vacuo to afford the crude product, rac-Methyl (1R,2R,4S,5S,6R,7S)-7-aminotricyclo[3.2.2.02,4]n... Starting materials: CCO, CCOC(=O)Cc1ccc(-c2nc(COc3ccc(COc4nn(-c5ccccc5)cc4C=Cc4csc(C(C)C)n4)cc3OC)c(C)o2)cc1, Cl, [Na+], C1CCOC1, [OH-], O. Yields the product COc1cc(COc2nn(-c3ccccc3)cc2C=Cc2csc(C(C)C)n2)ccc1OCc1nc(-c2ccc(CC(=O)O)cc2)oc1C. As a reaction SMILES: [CH3:61][CH2:62][OH:63].[CH:1]([CH3:2])([CH3:3])[c:4]1[s:5][cH:6][c:7]([CH:9]=[CH:10][c:11]2[c:12]([O:22][CH2:23][c:24]3[cH:25][c:26]([O:50][CH3:51])[c:27]([O:28][CH2:29][c:30]4[n:31][c:32](-[c:36]5[cH:37][cH:38][c:39]([CH2:42][C:43](=[O:44])[O:45][CH2:46][CH3:47])[cH:40][cH:41]5)[o:33][c:34]4[CH3:35])[cH:48][cH:49]3)[n:13][n:14](-[c:16]3[cH:17][cH:18][cH:19][cH:20][cH:21]3)[cH:15]2)[n:8]1.[ClH:59].[Na+:58].[O:52]1[CH2:53][CH2:54][CH2:55][CH2:56]1.[OH-:57].[OH2:60]>>[CH:1]([CH3:2])([CH3:3])[c:4]1[s:5][cH:6][c:7]([CH:9]=[CH:10][c:11]2[c:12]([O:22][CH2:23][c:24]3[cH:25][c:26]([O:50][CH3:51])[c:27]([O:28][CH2:29][c:30]4[n:31][c:32](-[c:36]5[cH:37][cH:38][c:39]([CH2:42][C:43](=[O:44])[OH:45])[cH:40][cH:41]5)[o:33][c:34]4[CH3:35])[cH:48][cH:49]3)[n:13][n:14](-[c:16]3[cH:17][cH:18][cH:19][cH:20][cH:21]3)[cH:15]2)[n:8]1. Starting materials: C([O-])(O)=O.[Na+] (sodium bicarbonate), C(C)(=O)O[BH-](OC(C)=O)OC(C)=O.[Na+] (sodium tris(acetoxy)borohydride), O[C@@H]1C(C2CCC=3C4=CC[C@H]([C@@H](C=O)C)[C@]4(CCC3[C@]2(CC1)C)C)(C)C ((20S)-3β-hydroxy-4,4,20-trimethyl-pregna-8,14-dien-21-al), N1CCCCC1 (piperidine). Run in O1CCCC1 (tetrahydrofuran). Reaction conditions: time 2 hour. Product: N1(CCCCC1)C[C@@H](C)[C@H]1CC=C2C=3CC[C@H]4C([C@H](CC[C@]4(C)C3CC[C@]12C)O)(C)C ((20S)-20-[(piperidin-1-yl)methyl]-4,4-dimethyl-5α-pregna-8,14-dien-3β-ol). As a reaction SMILES: C(O[BH-](OC(=O)C)OC(=O)C)(=O)C.[Na+].[OH:15][C@H:16]1[CH2:36][CH2:35][C@@:34]2([CH3:37])[CH:18]([CH2:19][CH2:20][C:21]3[C:22]4[C@:30]([CH3:38])([CH2:31][CH2:32][C:33]=32)[C@@H:25]([C@H:26]([CH3:29])[CH:27]=O)[CH2:24][CH:23]=4)[C:17]1([CH3:40])[CH3:39].[NH:41]1[CH2:46][CH2:45][CH2:44][CH2:43][CH2:42]1.C(=O)(O)[O-].[Na+]>O1CCCC1>[N:41]1([CH2:29][C@H:26]([C@@H:25]2[C@:30]3([CH3:38])[C:22]([C:21]4[CH2:20][CH2:19][C@@H:18]5[C@:34]([C:33]=4[CH2:32][CH2:31]3)([CH3:37])[CH2:35][CH2:36][C@H:16]([OH:15])[C:17]5([CH3:40])[CH3:39])=[CH:23][CH2:24]2)[CH3:27])[CH2:46][CH2:45][CH2:44][CH2:43][CH2:42]1 |f:0.1,4.5|. Reported procedure: 38 mg sodium tris(acetoxy)borohydride were added to a solution of 42 mg (20S)-3β-hydroxy-4,4,20-trimethyl-pregna-8,14-dien-21-al and 10 μl piperidine in 3 ml tetrahydrofuran at room temperature. The mixture was stirred for two hours, poured into saturated sodium bicarbonate solution, extracted with ethyl acetate and washed with brine. The organic layer was dried over sodium sulfate, filtered and concentrated under reduced pressure. The residue was purified by column chromatography to give 15 mg ... Reactants: CC(C)(C)OC(=O)CN, CN1CCOCC1, CN(C)C=O, CCOC(C)=O, O=C(O)c1cc(C(F)(F)F)ccc1F. Product: CC(C)(C)OC(=O)CNC(=O)c1cc(C(F)(F)F)ccc1F. As a reaction SMILES: [C:15]([CH3:16])([CH3:17])([CH3:18])[O:19][C:20]([CH2:21][NH2:22])=[O:23].[CH3:24][N:25]1[CH2:26][CH2:27][O:28][CH2:29][CH2:30]1.[CH3:31][N:32]([CH3:33])[CH:34]=[O:35].[CH3:36][CH2:37][O:38][C:39](=[O:40])[CH3:41].[F:1][c:2]1[c:3]([C:4](=[O:5])[OH:6])[cH:7][c:8]([C:11]([F:12])([F:13])[F:14])[cH:9][cH:10]1>>[F:1][c:2]1[c:3]([C:4](=[O:6])[NH:22][CH2:21][C:20]([O:19][C:15]([CH3:16])([CH3:17])[CH3:18])=[O:23])[cH:7][c:8]([C:11]([F:12])([F:13])[F:14])[cH:9][cH:10]1. The reactants are COCOC1=CC=C(C=C1)C1=NOC(=C1C1=CC=CC=C1)C1(CC1)COS(=O)(=O)C (methanesulfonic acid 1-[3-(4-methoxymethoxy-phenyl)-4-phenyl-isoxazol-5-yl]-cyclopropylmethyl ester), intermediate, C[S-].[Na+] (sodium thiomethoxide). Solvent: CN(C=O)C (N,N-dimethylformamide), CN(C=O)C (N,N-dimethylformamide), C(C)(=O)OCC (ethyl acetate). Run at temperature 80 celsius, time 4 hour. The product is COCOC1=CC=C(C=C1)C1=NOC(=C1C1=CC=CC=C1)C1(CC1)CSC (3-(4-methoxymethoxy-phenyl)-5-(1-methylsulfanylmethyl-cyclopropyl)-4-phenyl-isoxazole). The yield is 100.2%. Reaction SMILES: [CH3:1][S-:2].[Na+].[CH3:4][O:5][CH2:6][O:7][C:8]1[CH:13]=[CH:12][C:11]([C:14]2[C:18]([C:19]3[CH:24]=[CH:23][CH:22]=[CH:21][CH:20]=3)=[C:17]([C:25]3([CH2:28]OS(C)(=O)=O)[CH2:27][CH2:26]3)[O:16][N:15]=2)=[CH:10][CH:9]=1>CN(C)C=O.C(OCC)(=O)C>[CH3:4][O:5][CH2:6][O:7][C:8]1[CH:9]=[CH:10][C:11]([C:14]2[C:18]([C:19]3[CH:20]=[CH:21][CH:22]=[CH:23][CH:24]=3)=[C:17]([C:25]3([CH2:28][S:2][CH3:1])[CH2:26][CH2:27]3)[O:16][N:15]=2)=[CH:12][CH:13]=1 |f:0.1|. Reported procedure: To a mixture consisting of sodium thiomethoxide (0.33 g) in N,N-dimethylformamide (3 mL) is added a mixture consisting of methanesulfonic acid 1-[3-(4-methoxymethoxy-phenyl)-4-phenyl-isoxazol-5-yl]-cyclopropylmethyl ester (synthetic intermediate prepared in Example 11, Step iv, 1 g) in N,N-dimethylformamide at 0° C. The mixture is stirred at 80° C. for four hours and is cooled to room temperature. The mixture is then diluted with ethyl acetate (50 mL) and is sequentially washed with 1 N hydrochl... Yields the product CCOC(=O)c1cc2cnc(Nc3ccc(N4CCN(C(=O)OC(C)(C)C)CC4)cn3)nc2n(C2CCCC2)c1=O. The reactants are CC(C)(C)OC(=O)N1CCN(c2ccc(N)nc2)CC1, CCOC(=O)c1cc2cnc(S(C)=O)nc2n(C2CCCC2)c1=O, Cc1ccccc1, CCOCC. RXN SMILES: [C:25]([CH3:26])([CH3:27])([CH3:28])[O:29][C:30](=[O:31])[N:32]1[CH2:33][CH2:34][N:35]([c:38]2[cH:39][n:40][c:41]([NH2:44])[cH:42][cH:43]2)[CH2:36][CH2:37]1.[CH2:1]([CH3:2])[O:3][C:4](=[O:5])[c:6]1[cH:7][c:8]2[c:9]([n:10][c:11]([S:14]([CH3:15])=[O:16])[n:12][cH:13]2)[n:17]([CH:20]2[CH2:21][CH2:22][CH2:23][CH2:24]2)[c:18]1=[O:19].[CH3:45][c:46]1[cH:47][cH:48][cH:49][cH:50][cH:51]1.[CH3:52][CH2:53][O:54][CH2:55][CH3:56]>>[CH2:1]([CH3:2])[O:3][C:4](=[O:5])[c:6]1[cH:7][c:8]2[c:9]([n:10][c:11]([NH:44][c:41]3[n:40][cH:39][c:38]([N:35]4[CH2:34][CH2:33][N:32]([C:30]([O:29][C:25]([CH3:26])([CH3:27])[CH3:28])=[O:31])[CH2:37][CH2:36]4)[cH:43][cH:42]3)[n:12][cH:13]2)[n:17]([CH:20]2[CH2:21][CH2:22][CH2:23][CH2:24]2)[c:18]1=[O:19]. Starting materials: C(C1=CC=CC=C1)OC1=CC=C(C=C1)C(CC1=C(C(=O)N(CC)CC)C(=CC=C1)Cl)=O (2-[2-(4-benzyloxyphenyl)-2-oxo-ethyl]-6-chloro-N,N-diethylbenzamide), 2-[2-(4-benzyloxyphenyl)-2-oxo-thyl]-6-chloro-N,N-diethylbenzamide. Run in C(C)(=O)OCC (ethyl acetate), C(CC)(=O)O (propionic acid), C(CC)(=O)O (propionic acid). Conditions: temperature 165 celsius. The product is C(C1=CC=CC=C1)OC1=CC=C(C=C1)C=1OC(C2=C(C=CC=C2C1)Cl)=O (3-(4-benzyloxyphenyl)-8-chloro-isochromen-1-one). The yield is 72.8%. Reaction SMILES: [CH2:1]([O:8][C:9]1[CH:14]=[CH:13][C:12]([C:15](=[O:31])[CH2:16][C:17]2[CH:29]=[CH:28][CH:27]=[C:26]([Cl:30])[C:18]=2[C:19](N(CC)CC)=[O:20])=[CH:11][CH:10]=1)[C:2]1[CH:7]=[CH:6][CH:5]=[CH:4][CH:3]=1>C(O)(=O)CC.C(OCC)(=O)C>[CH2:1]([O:8][C:9]1[CH:10]=[CH:11][C:12]([C:15]2[O:31][C:19](=[O:20])[C:18]3[C:17]([CH:16]=2)=[CH:29][CH:28]=[CH:27][C:26]=3[Cl:30])=[CH:13][CH:14]=1)[C:2]1[CH:3]=[CH:4][CH:5]=[CH:6][CH:7]=1. Procedure details: In a 10 mL round bottomed flask equipped with a magnetic stir bar 2-[2-(4-benzyloxyphenyl)-2-oxo-ethyl]-6-chloro-N,N-diethylbenzamide (340 mg, 0.78 mmol) was treated with propionic acid (1.5 mL). The resulting mixture was stirred and heated to reflux in a 165° C. oil bath. As the reaction heated, the 2-[2-(4-benzyloxyphenyl)-2-oxo-thyl]-6-chloro-N,N-diethylbenzamide was dissolved in the propionic acid to afford a pale brown solution. After stirring at reflux for 88 hours, the reaction was analyz... Starting materials: Fc1cc(Br)cc(F)c1I, CCCCCC1CCC(c2ccc(B(O)O)cc2)CC1, CCO, [Na+], [Na+], O=C([O-])[O-], O, c1ccccc1, c1ccc(P(c2ccccc2)(c2ccccc2)[Pd](P(c2ccccc2)(c2ccccc2)c2ccccc2)(P(c2ccccc2)(c2ccccc2)c2ccccc2)P(c2ccccc2)(c2ccccc2)c2ccccc2)cc1. Yields the product CCCCCC1CCC(c2ccc(-c3c(F)cc(Br)cc3F)cc2)CC1. RXN SMILES: [Br:24][c:25]1[cH:26][c:27]([F:33])[c:28]([I:32])[c:29]([F:31])[cH:30]1.[CH2:4]([CH2:5][CH2:6][CH2:7][CH3:8])[CH:9]1[CH2:10][CH2:11][CH:12]([c:15]2[cH:16][cH:17][c:18]([B:21]([OH:22])[OH:23])[cH:19][cH:20]2)[CH2:13][CH2:14]1.[CH3:1][CH2:2][OH:3].[Na+:34].[Na+:35].[O-:36][C:37](=[O:38])[O-:39].[OH2:117].[cH:118]1[cH:119][cH:120][cH:121][cH:122][cH:123]1.[cH:40]1[cH:41][cH:42][c:43]([P:44]([Pd:45]([P:46]([c:47]2[cH:48][cH:49][cH:50][cH:51][cH:52]2)([c:53]2[cH:54][cH:55][cH:56][cH:57][cH:58]2)[c:59]2[cH:60][cH:61][cH:62][cH:63][cH:64]2)([P:65]([c:66]2[cH:67][cH:68][cH:69][cH:70][cH:71]2)([c:72]2[cH:73][cH:74][cH:75][cH:76][cH:77]2)[c:78]2[cH:79][cH:80][cH:81][cH:82][cH:83]2)[P:84]([c:85]2[cH:86][cH:87][cH:88][cH:89][cH:90]2)([c:91]2[cH:92][cH:93][cH:94][cH:95][cH:96]2)[c:97]2[cH:98][cH:99][cH:100][cH:101][cH:102]2)([c:103]2[cH:104][cH:105][cH:106][cH:107][cH:108]2)[c:109]2[cH:110][cH:111][cH:112][cH:113][cH:114]2)[cH:115][cH:116]1>>[CH2:4]([CH2:5][CH2:6][CH2:7][CH3:8])[CH:9]1[CH2:10][CH2:11][CH:12]([c:15]2[cH:16][cH:17][c:18](-[c:28]3[c:27]([F:33])[cH:26][c:25]([Br:24])[cH:30][c:29]3[F:31])[cH:19][cH:20]2)[CH2:13][CH2:14]1. Reactants: CC(C)(C)O, CN(C)c1ccncc1, ClCCl, O=C(Cl)c1cc(Cl)ccn1, c1ccncc1. Yields the product CC(C)(C)OC(=O)c1cc(Cl)ccn1. RXN SMILES: [CH3:11][C:12]([CH3:13])([CH3:14])[OH:15].[CH3:19][N:20]([c:21]1[cH:22][cH:23][n:24][cH:25][cH:26]1)[CH3:27].[Cl:16][CH2:17][Cl:18].[Cl:1][c:2]1[cH:3][c:4]([C:8](=[O:9])[Cl:10])[n:5][cH:6][cH:7]1.[cH:28]1[cH:29][cH:30][n:31][cH:32][cH:33]1>>[Cl:1][c:2]1[cH:3][c:4]([C:8](=[O:9])[O:15][C:12]([CH3:11])([CH3:13])[CH3:14])[n:5][cH:6][cH:7]1. Starting materials: ClC1=CC(=CC=C1)C(=O)OO (3-chloroperbenzoic acid), C(C)(=O)NC=1SC(=CN1)SC1=CC=C(C=C1)N (2-acetylamino-5-(4-aminophenylthio)thiazole). Run in ClCCl (dichloromethane), ClCCl (dichloromethane), CN(C=O)C (N,N-dimethylformamide). The product is C(C)(=O)NC=1SC(=CN1)S(=O)C1=CC=C(C=C1)N (2-acetylamino-5-(4-aminophenylsulfinyl)thiazole). The yield is 71.4%. RXN SMILES: [C:1]([NH:4][C:5]1[S:6][C:7]([S:10][C:11]2[CH:16]=[CH:15][C:14]([NH2:17])=[CH:13][CH:12]=2)=[CH:8][N:9]=1)(=[O:3])[CH3:2].ClC1C=CC=C(C(OO)=[O:26])C=1>ClCCl.CN(C)C=O>[C:1]([NH:4][C:5]1[S:6][C:7]([S:10]([C:11]2[CH:16]=[CH:15][C:14]([NH2:17])=[CH:13][CH:12]=2)=[O:26])=[CH:8][N:9]=1)(=[O:3])[CH3:2]. Procedure details: To a solution of 2-acetylamino-5-(4-aminophenylthio)thiazole (6.6 g) in a mixture of dichloromethane (300 ml) and N,N-dimethylformamide (50 ml) was dropwise added the solution of 3-chloroperbenzoic acid (5.9 g) in dichloromethane (100 ml) at 5° C. with stirring. The mixture was stirred at 5° C. for 2 hours with stirring. The reaction mixture was concentrated under reduced pressure and the residue was poured into 10% aqueous sodium bicarbonate. The solution was extracted with a mixture of tetrahy...